From a dataset of the Open Reaction Database (ORD), a public repository of structured organic reaction records. describe an organic reaction: reactants, conditions, products, and yield Starting materials: CC(=O)O, CN1CCCC1=O, [K+], [OH-], O, O=[N+]([O-])c1ccc(O)c(CBr)c1, OCC(O)CS. Product: O=[N+]([O-])c1ccc(O)c(CSCC(O)CO)c1. As a reaction SMILES: [CH3:22][C:23](=[O:24])[OH:25].[CH3:3][N:4]1[CH2:5][CH2:6][CH2:7][C:8]1=[O:9].[K+:2].[OH-:1].[OH2:32].[OH:10][c:11]1[c:12]([CH2:13][Br:14])[cH:15][c:16]([N+:19](=[O:20])[O-:21])[cH:17][cH:18]1.[SH:26][CH2:27][CH:28]([OH:29])[CH2:30][OH:31]>>[OH:10][c:11]1[c:12]([CH2:13][S:26][CH2:27][CH:28]([OH:29])[CH2:30][OH:31])[cH:15][c:16]([N+:19](=[O:20])[O-:21])[cH:17][cH:18]1. The reactants are crude material, S(=S)(=O)([O-])[O-].[Na+].[Na+] (Sodium thiosulfate), [I-].[K+] (potassium iodide), C[C@H](CCC1=CC=C(N)C=C1)CCC=C(C)C (4-[(3S)-3,7-dimethyl-6-octenyl]aniline), [N+](=O)([O-])[O-].[Na+] (sodium nitrate). Solvent: CCOCC (ether), O (water), Cl (HCl), O (water), O (water). Conditions: temperature 0 celsius. Product: IC1=CC=C(C=C1)CC[C@H](CCC=C(C)C)C (1-iodo-4-[(3S)-3,7-dimethyl-6-octenyl]benzene). Isolated yield 62.7%. Reaction SMILES: [CH3:1][C@@H:2]([CH2:12][CH2:13][CH:14]=[C:15]([CH3:17])[CH3:16])[CH2:3][CH2:4][C:5]1[CH:11]=[CH:10][C:8](N)=[CH:7][CH:6]=1.[N+]([O-])([O-])=O.[Na+].[I-:23].[K+].S([O-])([O-])(=O)=S.[Na+].[Na+]>Cl.O.CCOCC>[I:23][C:8]1[CH:10]=[CH:11][C:5]([CH2:4][CH2:3][C@@H:2]([CH3:1])[CH2:12][CH2:13][CH:14]=[C:15]([CH3:17])[CH3:16])=[CH:6][CH:7]=1 |f:1.2,3.4,5.6.7|. Reported procedure: A suspension of 4-[(3S)-3,7-dimethyl-6-octenyl]aniline (10.0 g, 43.2 mmol, Example 4) in concentrated HCl (9 mL) and water (100 mL) was cooled to 0° C. and then a solution of sodium nitrate (NaNO2, 2.96 g, 43.2 mmol) in water (22 mL) was added dropwise. To the resulting arenediazonium salt a solution of potassium iodide (7.11 g, 43.2 mmol) in water (22 mL) was added dropwise and the mixture was heated at 40° C. for 2 hours. Sodium thiosulfate was added and the suspension was extracted with ether...